Dataset: the Open Reaction Database (ORD), a public repository of structured organic reaction records. Task: describe an organic reaction: reactants, conditions, products, and yield The product is N (ammonia), C1(CCCCC1)C(CCN1CC2C(C2C1)(C)C=1C=C(C=CC1)NS(=O)(=O)C)O (N-{3-[3-(3-Cyclohexyl-3-hydroxypropyl)-6-methyl-3-azabicyclo[3.1.0]hex-6-yl]phenyl}methanesulfonamide). Reaction conditions: temperature 50 celsius, time 5 minute. The yield is 25.0%. Procedure details: To a solution of the hydrochloride salt of N-[3-(6-methyl-3-azabicyclo[3.1.0]hex-6-yl)phenyl]methanesulfonamide (Preparation 53, 200 mg, 0.66 mmol) in N,N-dimethylformamide (8 ml) was added sodium hydrogen carbonate (3 g, 36 mmol) and (S)-3-cyclohexyl-3-hydroxypropyl 4-bromobenzenesulfonate (J. A. Werner et al, J. Org. Chem., 1996, 61, 587) (0.08 ml, 0.89 mmol) and the reaction mixture was heated at 50° C. for 20 h. After cooling, diethyl ether (15 ml) and water (15 ml) were added and the reacti... As a reaction SMILES: [CH3:1][C:2]1([C:8]2[CH:9]=[C:10]([NH:14][S:15]([CH3:18])(=[O:17])=[O:16])[CH:11]=[CH:12][CH:13]=2)[CH:7]2[CH:3]1[CH2:4][NH:5][CH2:6]2.C(=O)([O-])O.[Na+].BrC1C=CC(S(O[CH2:35][CH2:36][C@@H:37]([CH:39]2[CH2:44][CH2:43][CH2:42][CH2:41][CH2:40]2)[OH:38])(=O)=O)=CC=1.C(OCC)C>CN(C)C=O.O>[NH3:5].[CH:39]1([CH:37]([OH:38])[CH2:36][CH2:35][N:5]2[CH2:6][CH:7]3[CH:3]([C:2]3([C:8]3[CH:9]=[C:10]([NH:14][S:15]([CH3:18])(=[O:17])=[O:16])[CH:11]=[CH:12][CH:13]=3)[CH3:1])[CH2:4]2)[CH2:44][CH2:43][CH2:42][CH2:41][CH2:40]1 |f:1.2|. The reactants are hydrochloride salt, CC1(C2CNCC12)C=1C=C(C=CC1)NS(=O)(=O)C (N-[3-(6-methyl-3-azabicyclo[3.1.0]hex-6-yl)phenyl]methanesulfonamide), C(O)([O-])=O.[Na+] (sodium hydrogen carbonate), BrC1=CC=C(C=C1)S(=O)(=O)OCC[C@H](O)C1CCCCC1 ((S)-3-cyclohexyl-3-hydroxypropyl 4-bromobenzenesulfonate), C(C)OCC (diethyl ether). The solvent is CN(C=O)C (N,N-dimethylformamide), O (water).